Dataset: the Open Reaction Database (ORD), a public repository of structured organic reaction records. Task: describe an organic reaction: reactants, conditions, products, and yield Reactants: FC1=CC2=C(N(C(CO2)=O)C)C(=C1N1C(N(C(=CC1=O)C(F)(F)F)C)=O)[N+](=O)[O-] (3-[7-Fluoro-4-methyl-5-nitro-2H-1,4-benzoxazine-3(4H)-on-6-yl]-1-methyl-6-trifluoromethyl-2,4-(1H, 3H)-pyrimidinedione). Reagents/catalysts: [Fe] (iron). Run in C(C)(=O)O (acetic acid). Conditions: time 3 day. Product: NC1=C(C(=CC2=C1N(C(CO2)=O)C)F)N2C(N(C(=CC2=O)C(F)(F)F)C)=O (3-[5-amino-7-fluoro-4-methyl-2H-1,4-benzoxazine-3(4H)-on-6-yl]-1-methyl-6-trifluoromethyl-2,4-(1H,3H)-pyrimidinedione). Yield: 81.7%. Reaction SMILES: [F:1][C:2]1[C:13]([N:14]2[C:19](=[O:20])[CH:18]=[C:17]([C:21]([F:24])([F:23])[F:22])[N:16]([CH3:25])[C:15]2=[O:26])=[C:12]([N+:27]([O-])=O)[C:5]2[N:6]([CH3:11])[C:7](=[O:10])[CH2:8][O:9][C:4]=2[CH:3]=1>C(O)(=O)C.[Fe]>[NH2:27][C:12]1[C:5]2[N:6]([CH3:11])[C:7](=[O:10])[CH2:8][O:9][C:4]=2[CH:3]=[C:2]([F:1])[C:13]=1[N:14]1[C:19](=[O:20])[CH:18]=[C:17]([C:21]([F:24])([F:23])[F:22])[N:16]([CH3:25])[C:15]1=[O:26]. Procedure details: 3-[7-Fluoro-4-methyl-5-nitro-2H-1,4-benzoxazine-3(4H)-on-6-yl]-1-methyl-6-trifluoromethyl-2,4-(1H, 3H)-pyrimidinedione (1.45 g) was dissolved in acetic acid (80 ml) containing iron powder (1.16 g). The mixture was stirred for 3 days under nitrogen atmosphere. After filtration, water (100 ml) and ethyl acetate (150 ml) were added to the filtrate, the organic phase was washed with water (30 ml×3) and brine (30 ml), dried over sodium sulfate. After filtration and evaporation, the residue was purifi... Starting materials: FC1=C(CNC2=CC=C(C=C2)S(=O)(=O)C)C=C(C=C1)C=1C=C(C=C2C=CC=NC12)C(C)(C)S(=O)(=O)C ({2-fluoro-5-[6-(1-methanesulfonyl-1-methyl-ethyl)-quinolin-8-yl]-benzyl}-(4-methanesulfonyl-phenyl)-amine), C(Cl)Cl (CH2Cl2), CO (MeOH). Yields the product FC1=C(CN(C(=O)NC(C)C)C2=CC=C(C=C2)S(=O)(=O)C)C=C(C=C1)C=1C=C(C=C2C=CC=NC12)C(C)(C)S(=O)(=O)C (1-{2-Fluoro-5-[6-(1-methanesulfonyl-1-methyl-ethyl)-quinolin-8-yl]-benzyl}-3-isopropyl-1-(4-methanesulfonyl-phenyl)-urea). RXN SMILES: [F:1][C:2]1[CH:19]=[CH:18][C:17]([C:20]2[CH:21]=[C:22]([C:30]([S:33]([CH3:36])(=[O:35])=[O:34])([CH3:32])[CH3:31])[CH:23]=[C:24]3[C:29]=2[N:28]=[CH:27][CH:26]=[CH:25]3)=[CH:16][C:3]=1[CH2:4][NH:5][C:6]1[CH:11]=[CH:10][C:9]([S:12]([CH3:15])(=[O:14])=[O:13])=[CH:8][CH:7]=1.C(Cl)Cl.[CH3:40][OH:41]>>[F:1][C:2]1[CH:19]=[CH:18][C:17]([C:20]2[CH:21]=[C:22]([C:30]([S:33]([CH3:36])(=[O:34])=[O:35])([CH3:32])[CH3:31])[CH:23]=[C:24]3[C:29]=2[N:28]=[CH:27][CH:26]=[CH:25]3)=[CH:16][C:3]=1[CH2:4][N:5]([C:6]1[CH:7]=[CH:8][C:9]([S:12]([CH3:15])(=[O:13])=[O:14])=[CH:10][CH:11]=1)[C:40]([NH:5][CH:6]([CH3:11])[CH3:7])=[O:41]. Reported procedure: Prepared in two steps according to the procedures described in EXAMPLE 41 but using the {2-fluoro-5-[6-(1-methanesulfonyl-1-methyl-ethyl)-quinolin-8-yl]-benzyl}-(4-methanesulfonyl-phenyl)-amine from present Step 4 as the starting material. Flash chromatography (CH2Cl2:MeOH; 96:4) afforded the compound as a foam.